From a dataset of the Open Reaction Database (ORD), a public repository of structured organic reaction records. describe an organic reaction: reactants, conditions, products, and yield Starting materials: NC=1C2=CC=CC=C2N=C2CCC3=C(C12)NN=C3 (11-amino-4,5-dihydro-1H-pyrazolo[3,4-a]acridine), [H-].[Na+] (NaH), BrCC (bromoethane). The solvent is CN(C)C=O (DMF). Yields the product NC=1C2=CC=CC=C2N=C2CCC=3C(C12)=NN(C3)CC (11-Amino-4,5-dihydro-2-ethyl-2H-pyrazolo[3,4-a]acridine). RXN SMILES: [NH2:1][C:2]1[C:3]2[C:8]([N:9]=[C:10]3[C:15]=1[C:14]1[NH:16][N:17]=[CH:18][C:13]=1[CH2:12][CH2:11]3)=[CH:7][CH:6]=[CH:5][CH:4]=2.[H-].[Na+].Br[CH2:22][CH3:23]>CN(C=O)C>[NH2:1][C:2]1[C:3]2[C:8]([N:9]=[C:10]3[C:15]=1[C:14]1=[N:16][N:17]([CH2:22][CH3:23])[CH:18]=[C:13]1[CH2:12][CH2:11]3)=[CH:7][CH:6]=[CH:5][CH:4]=2 |f:1.2|. Procedure: To a solution of 11-amino-4,5-dihydro-1H-pyrazolo[3,4-a]acridine (3.0 g) in dry DMF (90 ml) was added NaH (60%)(0.63 g) slowly. The reaction was stirred at room temperature for a half hour, bromoethane (1.2 ml) was added and the reaction was stirred at room temperature overnight.